From a dataset of the Open Reaction Database (ORD), a public repository of structured organic reaction records. describe an organic reaction: reactants, conditions, products, and yield The reactants are Cc1ccc(C(=O)O)cc1F, C#Cc1cccc(N)c1. Reagents/catalysts: CC(C)N=C=NC(C)C (DIC), CCOC(=O)C(=NO)C#N (Oxyma). Solvent: CN(C)C=O (DMF), CN(C)C=O (DMF), CN(C)C=O (DMF), CN(C)C=O (DMF), CN(C)C=O (DMF), CN(C)C=O (DMF). Conditions: temperature 25 celsius, time 2 hour. Yields the product C#Cc1cccc(NC(=O)c2ccc(C)c(F)c2)c1. Isolated yield 68.2%. RXN SMILES: C#Cc1cccc(N)c1.Cc1ccc(C(=O)O)cc1F.CC(C)N=C=NC(C)C.CCOC(=O)C(=NO)C#N.CN(C)C=O>>C#Cc1cccc(NC(=O)c2ccc(C)c(F)c2)c1. The reactants are CN(C)P(=O)(N(C)C)N(C)C, CI, CCO, O=C(O)Cc1ccc(NCCC2CCCCC2)cc1, [H-], [Na+]. Product: COC(=O)Cc1ccc(NCCC2CCCCC2)cc1. RXN SMILES: [CH3:20][N:21]([P:22]([N:23]([CH3:24])[CH3:25])([N:26]([CH3:27])[CH3:28])=[O:29])[CH3:30].[CH3:33][I:34].[CH3:35][CH2:36][OH:37].[CH:1]1([CH2:7][CH2:8][NH:9][c:10]2[cH:11][cH:12][c:13]([CH2:16][C:17](=[O:18])[OH:19])[cH:14][cH:15]2)[CH2:2][CH2:3][CH2:4][CH2:5][CH2:6]1.[H-:31].[Na+:32]>>[CH:1]1([CH2:7][CH2:8][NH:9][c:10]2[cH:11][cH:12][c:13]([CH2:16][C:17](=[O:18])[O:19][CH3:20])[cH:14][cH:15]2)[CH2:2][CH2:3][CH2:4][CH2:5][CH2:6]1. Reactants: ClC1=C(C=CC(=C1)C(F)(F)F)NC(C(=O)O)C(C)C (2-(2-chloro-4-trifluoromethylphenylamino)-3-methylbutanoic acid), FC1=C(C=C(CO)C=C1)OC1=CC=C(C=C1)C(F)(F)F (4-fluoro-3-(4-trifluoromethylphenoxy) benzyl alcohol), FC1=C(CO)C=C(C=C1)OC1=CC=C(C=C1)F (2-fluoro-5-(4-fluorophenoxy) benzyl alcohol), C(#N)C(C1=C(C=CC(=C1)OC1=CC=CC=C1)F)O (α-cyano-2-fluoro-5-phenoxybenzyl alcohol), FC1=CC=C(OC=2C=C(CO)C=CC2F)C=C1 (3-(4-fluorophenoxy)-4-fluorobenzyl alcohol), α-cyano-3-(4-fluorophenoxy)-4-fluorobenzyl alcohol,4-fluoro-3-(4-methylphenoxy) benzyl alcohol, acid chloride. Yields the product ClC1=C(C=CC(=C1)C(F)(F)F)NC(C(=O)OC(C1=C(C=CC(=C1)OC1=CC=CC=C1)F)C#N)C(C)C (α-cyano-2-fluoro-5-phenoxybenzyl 2-(2-chloro-4-trifluoromethylphenylamino)-3-methylbutanoate), ClC1=C(C=CC(=C1)C(F)(F)F)NC(C(=O)OCC1=CC(=C(C=C1)F)OC1=CC=C(C=C1)F)C(C)C (3-(4-fluorophenoxy)-4-fluorobenzyl 2-(2-chloro-4-trifluoromethylphenylamino)-3-methylbutanoate), ClC1=C(C=CC(=C1)C(F)(F)F)NC(C(=O)OC(C1=CC(=C(C=C1)F)OC1=CC=C(C=C1)F)C#N)C(C)C (α-cyano-3-(4-fluorophenoxy)-4-fluorobenzyl 2-(2-chloro-4-trifluoromethylphenylamino)-3-methylbutanoate), 2-fluoro-5-(4-fluorophenoxy) benzyl 2-(2-chloro-4-trifluoromethylphenylamino)-3-methylbutanoate, ClC1=C(C=CC(=C1)C(F)(F)F)NC(C(=O)OCC1=CC(=C(C=C1)F)OC1=CC=C(C=C1)C(F)(F)F)C(C)C (4-fluoro-3-(4-trifluoromethylphenoxy)benzyl 2-(2-chloro-4-trifluoromethylphenylamino)-3-methylbutanoate). Reaction SMILES: [Cl:1][C:2]1[CH:7]=[C:6]([C:8]([F:11])([F:10])[F:9])[CH:5]=[CH:4][C:3]=1[NH:12][CH:13]([CH:17]([CH3:19])[CH3:18])[C:14]([OH:16])=[O:15].[C:20]([CH:22](O)[C:23]1[CH:28]=[C:27]([O:29][C:30]2[CH:35]=[CH:34][CH:33]=[CH:32][CH:31]=2)[CH:26]=[CH:25][C:24]=1[F:36])#[N:21].[F:38][C:39]1[CH:54]=[CH:53][C:42]([O:43][C:44]2[CH:45]=[C:46]([CH:49]=[CH:50][C:51]=2[F:52])[CH2:47][OH:48])=[CH:41][CH:40]=1.FC1C=CC(OC2C=CC(F)=CC=2)=CC=1CO.[F:72][C:73]1[CH:80]=[CH:79][C:76]([CH2:77][OH:78])=[CH:75][C:74]=1[O:81][C:82]1[CH:87]=[CH:86][C:85]([C:88]([F:91])([F:90])[F:89])=[CH:84][CH:83]=1>>[Cl:1][C:2]1[CH:7]=[C:6]([C:8]([F:11])([F:10])[F:9])[CH:5]=[CH:4][C:3]=1[NH:12][CH:13]([CH:17]([CH3:19])[CH3:18])[C:14]([O:16][CH:22]([C:20]#[N:21])[C:23]1[CH:28]=[C:27]([O:29][C:30]2[CH:35]=[CH:34][CH:33]=[CH:32][CH:31]=2)[CH:26]=[CH:25][C:24]=1[F:36])=[O:15].[Cl:1][C:2]1[CH:7]=[C:6]([C:8]([F:11])([F:10])[F:9])[CH:5]=[CH:4][C:3]=1[NH:12][CH:13]([CH:17]([CH3:19])[CH3:18])[C:14]([O:48][CH2:47][C:46]1[CH:49]=[CH:50][C:51]([F:52])=[C:44]([O:43][C:42]2[CH:53]=[CH:54][C:39]([F:38])=[CH:40][CH:41]=2)[CH:45]=1)=[O:15].[Cl:1][C:2]1[CH:7]=[C:6]([C:8]([F:11])([F:10])[F:9])[CH:5]=[CH:4][C:3]=1[NH:12][CH:13]([CH:17]([CH3:19])[CH3:18])[C:14]([O:16][CH:47]([C:20]#[N:21])[C:46]1[CH:49]=[CH:50][C:51]([F:52])=[C:44]([O:43][C:42]2[CH:53]=[CH:54][C:39]([F:38])=[CH:40][CH:41]=2)[CH:45]=1)=[O:15].[Cl:1][C:2]1[CH:7]=[C:6]([C:8]([F:11])([F:10])[F:9])[CH:5]=[CH:4][C:3]=1[NH:12][CH:13]([CH:17]([CH3:19])[CH3:18])[C:14]([O:78][CH2:77][C:76]1[CH:79]=[CH:80][C:73]([F:72])=[C:74]([O:81][C:82]2[CH:87]=[CH:86][C:85]([C:88]([F:90])([F:89])[F:91])=[CH:84][CH:83]=2)[CH:75]=1)=[O:15]. Procedure details: By the above procedure or the procedure of Example 3 α-cyano-2-fluoro-5-phenoxybenzyl 2-(2-chloro-4-trifluoromethylphenylamino)-3-methylbutanoate, 3-(4-fluorophenoxy)-4-fluorobenzyl 2-(2-chloro-4-trifluoromethylphenylamino)-3-methylbutanoate, α-cyano-3-(4-fluorophenoxy)-4-fluorobenzyl 2-(2-chloro-4-trifluoromethylphenylamino)-3-methylbutanoate, 4-fluoro-3-(4-methylphenoxy) benzyl 2-(2-chloro-4-trifluoromethylphenylamino)-3-methylbutanoate, 2-fluoro-5-(4-fluorophenoxy) benzyl 2-(2-chloro-4-triflu... Reactants: [H][H] (hydrogen), CC1=CC=C(C=C1)CNC=1C(=CC=CC1)N (N1 -[(4-methylphenyl)methyl]-1,2-benzenediamine), COC1=CC=C(C=C1)CN1C(=NC=2C1=NC=CC2)CC2CCN(CC2)CC2=CC=CC=C2 (3-[(4-methoxyphenyl)methyl]-2-[[1-(phenylmethyl)-4-piperidinyl]methyl]-3H-imidazo[4,5-b]-pyridine). The reagents and catalysts are [Pd] (palladium-on-charcoal). The solvent is CO (methanol). Product: 30, COC1=CC=C(C=C1)CN1C(=NC=2C1=NC=CC2)CC2CCNCC2 (3-[(4-methoxyphenyl)methyl]-2-(4-piperidinylmethyl)-3H-imidazo[4,5-b]pyridine). The yield is 89.0%. As a reaction SMILES: CC1C=CC(CNC2C(N)=CC=CC=2)=CC=1.[CH3:17][O:18][C:19]1[CH:24]=[CH:23][C:22]([CH2:25][N:26]2[C:30]3=[N:31][CH:32]=[CH:33][CH:34]=[C:29]3[N:28]=[C:27]2[CH2:35][CH:36]2[CH2:41][CH2:40][N:39](CC3C=CC=CC=3)[CH2:38][CH2:37]2)=[CH:21][CH:20]=1.[H][H]>[Pd].CO>[CH3:17][O:18][C:19]1[CH:20]=[CH:21][C:22]([CH2:25][N:26]2[C:30]3=[N:31][CH:32]=[CH:33][CH:34]=[C:29]3[N:28]=[C:27]2[CH2:35][CH:36]2[CH2:41][CH2:40][NH:39][CH2:38][CH2:37]2)=[CH:23][CH:24]=1. Reported procedure: A mixture of 41 parts of 3-[(4-methoxyphenyl)methyl]-2-[[1-(phenylmethyl)-4-piperidinyl]methyl]-3H-imidazo[4,5-b]-pyridine and 480 parts of methanol was hydrogenated at normal pressure and at 50° C. with 5 parts of palladium-on-charcoal catalyst 10%. After the calculated amount of hydrogen was taken up, the catalyst was filtered off and the filtrate was evaporated, yielding 30 parts (89%) of 3-[(4-methoxyphenyl)methyl]-2-(4-piperidinylmethyl)-3H-imidazo[4,5-b]pyridine (37). In a similar manner t... Starting materials: ClCC1=C(C=CC=C1)CCCCl (3-(2-Chloromethylphenyl)-propyl chloride), C(C)(=O)[O-].[Na+] (sodium acetate), O (water). Solvent: C(C)(=O)O (acetic acid). Product: ClCCCC1=C(COC(C)=O)C=CC=C1 (Acetic acid-2-(3-chloropropyl)-benzyl ester). Reaction SMILES: Cl[CH2:2][C:3]1[CH:8]=[CH:7][CH:6]=[CH:5][C:4]=1[CH2:9][CH2:10][CH2:11][Cl:12].[C:13]([O-:16])(=[O:15])[CH3:14].[Na+].O>C(O)(=O)C>[Cl:12][CH2:11][CH2:10][CH2:9][C:4]1[CH:5]=[CH:6][CH:7]=[CH:8][C:3]=1[CH2:2][O:16][C:13](=[O:15])[CH3:14] |f:1.2|. Procedure details: 70 g (345 mmols) of 3-(2-Chloromethylphenyl)-propyl chloride (JACS 75, 2053 (1953)) and 50 g (0.61 mmol) of sodium acetate were heated to the boiling point while stirring in 250 ml of glacial acetic acid. It resulted from the thin layer chromatography that the reaction was finished after 41/2 hours. After cooling about 700 ml of water were added and the product was extracted with benzene. The organic phase was washed with water, dried and distilled off after evaporation of the solvent. Starting materials: COC1=CC=C(CSC[C@H]2NCCC2)C=C1 ((2S)-2-(4-methoxybenzylthiomethyl)pyrrolidine), C=O (formalin), C(#N)[BH3-].[Na+] (sodium cyanoborohydride). Reported procedure: The procedure described in Preparation 5-(4) was repeated, but using 2 g of (2S)-2-(4-methoxybenzylthiomethyl)pyrrolidine, 35% formalin and 848 mg of sodium cyanoborohydride in the presence of 44 ml of acetonitrile, to afford 883 mg of the title compound as an oil. Solvent: C(C)#N (acetonitrile). Product: COC1=CC=C(CSC[C@H]2N(CCC2)C)C=C1 ((2S)-2-(4-Methoxybenzylthiomethyl)-1-methylpyrrolidine). Isolated yield 41.7%. RXN SMILES: [CH3:1][O:2][C:3]1[CH:16]=[CH:15][C:6]([CH2:7][S:8][CH2:9][C@@H:10]2[CH2:14][CH2:13][CH2:12][NH:11]2)=[CH:5][CH:4]=1.C=O.[C:19]([BH3-])#N.[Na+]>C(#N)C>[CH3:1][O:2][C:3]1[CH:4]=[CH:5][C:6]([CH2:7][S:8][CH2:9][C@@H:10]2[CH2:14][CH2:13][CH2:12][N:11]2[CH3:19])=[CH:15][CH:16]=1 |f:2.3|. RXN SMILES: [CH2:1]([CH3:2])[O:3][C:4]([CH:5]=[CH:6][c:7]1[c:8]([O:14][CH2:15][C:16](=[O:17])[N:18]2[CH:19]([CH3:33])[CH2:20][N:21]([CH2:25][c:26]3[cH:27][cH:28][c:29]([F:32])[cH:30][cH:31]3)[CH:22]([CH3:24])[CH2:23]2)[n:9][cH:10][c:11]([Cl:13])[cH:12]1)=[O:34].[CH3:37][CH2:38][OH:39].[H:35][H:36].[Pt:40]=[O:41]>>[CH2:1]([CH3:2])[O:3][C:4]([CH2:5][CH2:6][c:7]1[c:8]([O:14][CH2:15][C:16](=[O:17])[N:18]2[CH:19]([CH3:33])[CH2:20][N:21]([CH2:25][c:26]3[cH:27][cH:28][c:29]([F:32])[cH:30][cH:31]3)[CH:22]([CH3:24])[CH2:23]2)[n:9][cH:10][c:11]([Cl:13])[cH:12]1)=[O:34]. The reactants are CCOC(=O)C=Cc1cc(Cl)cnc1OCC(=O)N1CC(C)N(Cc2ccc(F)cc2)CC1C, CCO, [H][H], O=[Pt]. The product is CCOC(=O)CCc1cc(Cl)cnc1OCC(=O)N1CC(C)N(Cc2ccc(F)cc2)CC1C. The reactants are C(C=C)(=O)Cl (Acrylic acid chloride), OCCCCCCOC1=CC=C(C=C1)C(C(=O)O)C ((4-(6-hydroxyhexyloxy)phenyl)propionic acid), CN(C1=CC=CC=C1)C (N,N-dimethylaniline), O1CCOCC1 (dioxane). The yield is 88.5%. Solvent: O (water), C1(=CC=CC=C1)C (toluene), C(C)(=O)OCC (ethyl acetate), CCCCCCC (heptane). Product: C(C=C)(=O)OCCCCCCOC1=CC=C(C=C1)C(C(=O)O)C ((4-(6-acryloyloxyhexyloxy)phenyl)propionic acid). Reaction conditions: temperature 60 celsius, time 5 hour. Reported procedure: Acrylic acid chloride (74.3 g) was dropped for 10 minutes to a mixture of (4-(6-hydroxyhexyloxy)phenyl)propionic acid (200 g), N,N-dimethylaniline (100 g), BHT (0.3 g), and dioxane (1,000 mL). After stirring at 60° C. for 5 hours, the reaction mixture was poured into water and stirred with addition of ethyl acetate. The ethyl acetate layer was washed with water and dried over anhydrous magnesium sulfate. The solvent was removed by distillation from the ethyl acetate layer to obtain solids. The s... As a reaction SMILES: [C:1](Cl)(=[O:4])[CH:2]=[CH2:3].[OH:6][CH2:7][CH2:8][CH2:9][CH2:10][CH2:11][CH2:12][O:13][C:14]1[CH:19]=[CH:18][C:17]([CH:20]([CH3:24])[C:21]([OH:23])=[O:22])=[CH:16][CH:15]=1.CN(C)C1C=CC=CC=1.O1CCOCC1>C1(C)C=CC=CC=1.CCCCCCC.C(OCC)(=O)C.O>[C:1]([O:6][CH2:7][CH2:8][CH2:9][CH2:10][CH2:11][CH2:12][O:13][C:14]1[CH:15]=[CH:16][C:17]([CH:20]([CH3:24])[C:21]([OH:23])=[O:22])=[CH:18][CH:19]=1)(=[O:4])[CH:2]=[CH2:3].